Task: describe an organic reaction: reactants, conditions, products, and yield. Dataset: the Open Reaction Database (ORD), a public repository of structured organic reaction records The reactants are Cc1ccc(/C=C/Br)cc1, ClC(c1cccc(OC)c1)C. The reagents and catalysts are [Na+].[I-], Cl[Ni]Cl.COCCOC, C1(C2(C3=N[C@H](c4ccccc4C5)[C@H]5O3)CC2)=N[C@H]6[C@H](Cc7ccccc76)O1. Run in CC(N(C)C)=O. Conditions: temperature 0 celsius, time 3.25 hour. Yields the product COc1cccc([C@@H](C)/C=C/c2ccc(C)cc2)c1. Isolated yield 82.0%. Reactants: CC(C)(C)OC(=O)NCC1CCC(CNC(=O)OC(C)(C)C)CC1, CCO, ClC(Cl)Cl, Cl, C1COCCO1. The product is CC(C)(C)OC(=O)NCC1CCC(CN)CC1. Reaction SMILES: [C:1]([CH3:2])([CH3:3])([CH3:4])[O:5][C:6]([NH:7][CH2:8][CH:9]1[CH2:10][CH2:11][CH:12]([CH2:15][NH:16][C:17]([O:18][C:19]([CH3:20])([CH3:21])[CH3:22])=[O:23])[CH2:13][CH2:14]1)=[O:24].[CH3:25][CH2:26][OH:27].[Cl:35][CH:36]([Cl:37])[Cl:38].[ClH:28].[O:29]1[CH2:30][CH2:31][O:32][CH2:33][CH2:34]1>>[C:1]([CH3:2])([CH3:3])([CH3:4])[O:5][C:6]([NH:7][CH2:8][CH:9]1[CH2:10][CH2:11][CH:12]([CH2:15][NH2:16])[CH2:13][CH2:14]1)=[O:24]. The product is BrC1=CC=C(C=C1)CC(=O)NN1C(C2=CC=CC=C2C(=N1)N1CCOCC1)=O (2-(4-bromophenyl)-N-[4-(morpholin-4-yl)-1-oxophthalazin-2(1H)-yl]acetamide). Procedure: The product of Example 1B and 2-(4-bromophenyl)acetic acid were treated using a method similar to that described in Example 111 to give the title compound. 1H NMR (500 MHz, DMSO-d6/Deuterium Oxide) δ ppm 8.30 (dd, J=7.9, 1.3 Hz, 1H), 8.03 (dd, J=8.1, 1.3 Hz, 1H), 7.97-8.01 (m, 1H), 7.91 (td, J=7.5, 1.3 Hz, 1H), 7.54-7.56 (m, 2H), 7.33-7.36 (m, 2H), 3.78-3.83 (m, 4H), 3.65 (s, 2H), 3.08-3.13 (m, 4H); MS (ESI−) M/Z 441 (M−H)−. The reactants are NN1C(C2=CC=CC=C2C(=N1)N1CCOCC1)=O (2-amino-4-morpholinophthalazin-1(2H)-one), BrC1=CC=C(C=C1)CC(=O)O (2-(4-bromophenyl)acetic acid). RXN SMILES: [NH2:1][N:2]1[N:11]=[C:10]([N:12]2[CH2:17][CH2:16][O:15][CH2:14][CH2:13]2)[C:9]2[C:4](=[CH:5][CH:6]=[CH:7][CH:8]=2)[C:3]1=[O:18].[Br:19][C:20]1[CH:25]=[CH:24][C:23]([CH2:26][C:27](O)=[O:28])=[CH:22][CH:21]=1>>[Br:19][C:20]1[CH:25]=[CH:24][C:23]([CH2:26][C:27]([NH:1][N:2]2[N:11]=[C:10]([N:12]3[CH2:17][CH2:16][O:15][CH2:14][CH2:13]3)[C:9]3[C:4](=[CH:5][CH:6]=[CH:7][CH:8]=3)[C:3]2=[O:18])=[O:28])=[CH:22][CH:21]=1. Starting materials: ClCCl, CC(N)C(Oc1ccc2c(cnn2-c2ccc(F)cc2)c1)c1ccccc1, O, S=C=NCc1ccco1. Product: CC(NC(=S)NCc1ccco1)C(Oc1ccc2c(cnn2-c2ccc(F)cc2)c1)c1ccccc1. Reaction SMILES: [Cl:38][CH2:39][Cl:40].[F:1][c:2]1[cH:3][cH:4][c:5](-[n:8]2[n:9][cH:10][c:11]3[cH:12][c:13]([O:17][CH:18]([CH:19]([NH2:20])[CH3:21])[c:22]4[cH:23][cH:24][cH:25][cH:26][cH:27]4)[cH:14][cH:15][c:16]23)[cH:6][cH:7]1.[OH2:37].[o:28]1[c:29]([CH2:33][N:34]=[C:35]=[S:36])[cH:30][cH:31][cH:32]1>>[F:1][c:2]1[cH:3][cH:4][c:5](-[n:8]2[n:9][cH:10][c:11]3[cH:12][c:13]([O:17][CH:18]([CH:19]([NH:20][C:35]([NH:34][CH2:33][c:29]4[o:28][cH:32][cH:31][cH:30]4)=[S:36])[CH3:21])[c:22]4[cH:23][cH:24][cH:25][cH:26][cH:27]4)[cH:14][cH:15][c:16]23)[cH:6][cH:7]1. Reactants: C1(CCCCC1)C(OC1=CC=C(C(=O)O)C=C1)C1=C(OC(=C1)C1=CC=C(C=C1)C(F)(F)F)COC (4-(cyclohexyl{2-(methoxymethyl)-5-[4-(trifluoromethyl)phenyl]furan-3-yl}methoxy)benzoic acid), CNCCC(=O)OCC (ethyl 3-(methylamino)propanoate), Cl.C(C)N=C=NCCCN(C)C (1-ethyl-3-(3-dimethylaminopropyl)carbodiimide hydrochloride), O.OC1=CC=CC=2NN=NC21 (hydroxybenzotriazole monohydrate). Solvent: C(C)(=O)OCC (Ethyl acetate), CN(C=O)C (N,N-dimethylformamide), C(C)N(CC)CC (triethylamine). Reaction conditions: time 1 hour. The product is C1(CCCCC1)C(OC1=CC=C(C=C1)C(=O)N(CCC(=O)O)C)C1=C(OC(=C1)C1=CC=C(C=C1)C(F)(F)F)COC (3-[{[4-(cyclohexyl{2-(methoxymethyl)-5-[4-(trifluoromethyl)phenyl]furan-3-yl}methoxy)phenyl]carbonyl}(methyl)amino]propanoic acid). Yield: 80.8%. As a reaction SMILES: [CH:1]1([CH:7]([C:18]2[CH:22]=[C:21]([C:23]3[CH:28]=[CH:27][C:26]([C:29]([F:32])([F:31])[F:30])=[CH:25][CH:24]=3)[O:20][C:19]=2[CH2:33][O:34][CH3:35])[O:8][C:9]2[CH:17]=[CH:16][C:12]([C:13](O)=[O:14])=[CH:11][CH:10]=2)[CH2:6][CH2:5][CH2:4][CH2:3][CH2:2]1.[CH3:36][NH:37][CH2:38][CH2:39][C:40]([O:42]CC)=[O:41].Cl.C(N=C=NCCCN(C)C)C.O.OC1C2N=NNC=2C=CC=1>CN(C)C=O.C(OCC)(=O)C.C(N(CC)CC)C>[CH:1]1([CH:7]([C:18]2[CH:22]=[C:21]([C:23]3[CH:28]=[CH:27][C:26]([C:29]([F:32])([F:31])[F:30])=[CH:25][CH:24]=3)[O:20][C:19]=2[CH2:33][O:34][CH3:35])[O:8][C:9]2[CH:10]=[CH:11][C:12]([C:13]([N:37]([CH3:36])[CH2:38][CH2:39][C:40]([OH:42])=[O:41])=[O:14])=[CH:16][CH:17]=2)[CH2:2][CH2:3][CH2:4][CH2:5][CH2:6]1 |f:2.3,4.5|. Procedure: A solution of 4-(cyclohexyl{2-(methoxymethyl)-5-[4-(trifluoromethyl)phenyl]furan-3-yl}methoxy)benzoic acid (98 mg), ethyl 3-(methylamino)propanoate (31 mg), 1-ethyl-3-(3-dimethylaminopropyl)carbodiimide hydrochloride (46 mg), hydroxybenzotriazole monohydrate (37 mg) and triethylamine (33 μL) in N,N-dimethylformamide (10 mL) was stirred at room temperature for 4 hr. Ethyl acetate was added, the mixture was washed with saturated aqueous sodium hydrogen carbonate solution and 1N hydrochloric acid, ...